From a dataset of the Open Reaction Database (ORD), a public repository of structured organic reaction records. describe an organic reaction: reactants, conditions, products, and yield Reactants: C(C)(=O)NC1=CC=C2NC(C(N(C2=C1)CC(=O)OCC)=O)=O (7-acetamido-1-(ethoxycarbonylmethyl)-2,3(1H,4H)-quinoxalinedione), [N+](=O)([O-])[O-].[K+] (potassium nitrate). The solvent is S(O)(O)(=O)=O (sulfuric acid). Conditions: temperature 0 celsius. Yields the product NC1=C(C=C2NC(C(N(C2=C1)CC(=O)O)=O)=O)[N+](=O)[O-] (7-Amino-1-(carboxymethyl)-6-nitro-2,3(1H,4H)-quinoxalinedione). Yield: 69.3%. RXN SMILES: C([NH:4][C:5]1[CH:14]=[C:13]2[C:8]([NH:9][C:10](=[O:22])[C:11](=[O:21])[N:12]2[CH2:15][C:16]([O:18]CC)=[O:17])=[CH:7][CH:6]=1)(=O)C.[N+:23]([O-])([O-:25])=[O:24].[K+]>S(=O)(=O)(O)O>[NH2:4][C:5]1[CH:14]=[C:13]2[C:8]([NH:9][C:10](=[O:22])[C:11](=[O:21])[N:12]2[CH2:15][C:16]([OH:18])=[O:17])=[CH:7][C:6]=1[N+:23]([O-:25])=[O:24] |f:1.2|. Procedure details: 57.5 g (0.19 mol) of 7-acetamido-1-(ethoxycarbonylmethyl)-2,3(1H,4H)-quinoxalinedione were dissolved in 575 mi of concentrated sulfuric acid. The solution was cooled to 0° C., and 19.0 g (0.19 mol) of potassium nitrate were added a little at a time. The cooling was then removed and the mixture was stirred until the reaction was complete and was then poured into 2 1 of ice-water and heated on a water bath for 2 h. The pH was then adjusted with aqueous ammonia solution to about 4-5, and the precip... Starting materials: ClC=1C=C(C(C(=O)Cl)=CC1)C(=O)Cl (4-chlorophthaloyl chloride), ClC=1C=C(C(C#N)=CC1)C#N (4-chlorophthalonitrile), ClC=1C=C(C(C(=O)O)=CC1)C(=O)O (4-chlorophthalic acid). Yields the product ClC=1C=C2C(C(=O)OC2=O)=CC1 (4-chlorophthalic anhydride). Reaction SMILES: ClC1C=C(C(Cl)=O)C(=CC=1)C(Cl)=O.ClC1C=C(C#N)C(=CC=1)C#N.[Cl:25][C:26]1[CH:27]=[C:28]([C:35]([OH:37])=[O:36])[C:29](=[CH:33][CH:34]=1)[C:30]([OH:32])=O>>[Cl:25][C:26]1[CH:27]=[C:28]2[C:35](=[O:36])[O:37][C:30](=[O:32])[C:29]2=[CH:33][CH:34]=1. Reported procedure: In a conventional acidic hydrolysis, the 4-chlorophthaloyl chloride or 4-chlorophthalonitrile of Examples 7 or 8 is hydrolyzed to 4-chlorophthalic acid which, upon dehydration at over 180°-200° C., will afford a high yield of 4-chlorophthalic anhydride. The reactants are CC(=O)OCC1OC(OC(C)=O)C(N=C=S)C(OC(C)=O)C1OC(C)=O, CCCCN, ClCCl, [Na+], O=C([O-])O. The product is CCCCNC(=S)NC1C(OC(C)=O)OC(COC(C)=O)C(OC(C)=O)C1OC(C)=O. RXN SMILES: [C:1]([CH3:2])(=[O:3])[O:4][CH:5]1[O:6][CH:7]([CH2:22][O:23][C:24]([CH3:25])=[O:26])[CH:8]([O:18][C:19]([CH3:20])=[O:21])[CH:9]([O:14][C:15]([CH3:16])=[O:17])[CH:10]1[N:11]=[C:12]=[S:13].[CH2:27]([CH2:28][CH2:29][CH3:30])[NH2:31].[Cl:37][CH2:38][Cl:39].[Na+:36].[O-:32][C:33]([OH:34])=[O:35]>>[C:1]([CH3:2])(=[O:3])[O:4][CH:5]1[O:6][CH:7]([CH2:22][O:23][C:24]([CH3:25])=[O:26])[CH:8]([O:18][C:19]([CH3:20])=[O:21])[CH:9]([O:14][C:15]([CH3:16])=[O:17])[CH:10]1[NH:11][C:12](=[S:13])[NH:31][CH2:27][CH2:28][CH2:29][CH3:30]. Reported procedure: To a solution of 4-(bromomethyl)phenylacetic acid (20 g, 87.3 mmol) in MeOH (200 ml) was added trimethylsilylchloride (2 ml) and the reaction stirred for 2 h. The solvent was removed in vacuo and the residue was twice re-dissolved in MeOH (200 ml) and re-concentrated to give the title compound (21.08 g). δH (CDCl3, 250 MHz) 7.36 (2H, d), 7.26 (2H, d), 4.49 (2H, s), 3.69 (3H, s), 3.62 (2H, s). Run in CO (MeOH). RXN SMILES: [Br:1][CH2:2][C:3]1[CH:8]=[CH:7][C:6]([CH2:9][C:10]([OH:12])=[O:11])=[CH:5][CH:4]=1.[CH3:13][Si](Cl)(C)C>CO>[Br:1][CH2:2][C:3]1[CH:4]=[CH:5][C:6]([CH2:9][C:10]([O:12][CH3:13])=[O:11])=[CH:7][CH:8]=1. Reaction conditions: time 2 hour. The product is BrCC1=CC=C(C=C1)CC(=O)OC (Methyl [4-(bromomethyl)phenyl]acetate). Reactants: BrCC1=CC=C(C=C1)CC(=O)O (4-(bromomethyl)phenylacetic acid), C[Si](C)(C)Cl (trimethylsilylchloride). Starting materials: ClC1=CC=C(C(C(=O)O)=C1)O (5-chlorosalicylic acid), CC1=C(N)C=C(C=C1)C(F)(F)F (2-methyl-5-(trifluoromethyl)aniline), raw materials. Yields the product ClC=1C=CC(=C(C(=O)NC2=C(C=CC(=C2)C(F)(F)F)C)C1)O (5-Chloro-2-hydroxy-N-[2-methyl-5-(trifluoromethyl)phenyl]benzamide). Yield: 73.3%. RXN SMILES: [Cl:1][C:2]1[CH:10]=[C:6]([C:7]([OH:9])=O)[C:5]([OH:11])=[CH:4][CH:3]=1.[CH3:12][C:13]1[CH:19]=[CH:18][C:17]([C:20]([F:23])([F:22])[F:21])=[CH:16][C:14]=1[NH2:15]>>[Cl:1][C:2]1[CH:3]=[CH:4][C:5]([OH:11])=[C:6]([CH:10]=1)[C:7]([NH:15][C:14]1[CH:16]=[C:17]([C:20]([F:21])([F:22])[F:23])[CH:18]=[CH:19][C:13]=1[CH3:12])=[O:9]. Procedure details: Using 5-chlorosalicylic acid and 2-methyl-5-(trifluoromethyl)aniline as the raw materials, the same operation as the example 16 gave the title compound.